Dataset: the Open Reaction Database (ORD), a public repository of structured organic reaction records. Task: describe an organic reaction: reactants, conditions, products, and yield Reactants: FC(C(CC(C)=O)=O)F (1,1-difluoropentane-2,4-dione), O.NN (hydrazine hydrate). Solvent: O1CCCC1 (tetrahydrofuran), O1CCCC1 (tetrahydrofuran). Conditions: temperature 25 celsius, time 16 hour. Product: FC(C1(CC(=NN1)C)O)F (5-(difluoromethyl)-3-methyl-4,5-dihydro-1H-pyrazol-5-ol). RXN SMILES: [F:1][CH:2]([F:9])[C:3](=[O:8])[CH2:4][C:5](=O)[CH3:6].O.[NH2:11][NH2:12]>O1CCCC1>[F:1][CH:2]([F:9])[C:3]1([OH:8])[NH:12][N:11]=[C:5]([CH3:6])[CH2:4]1 |f:1.2|. Procedure: To a solution of 1,1-difluoropentane-2,4-dione (2.5 g, 0.018 mol) in tetrahydrofuran (32 mL) was added hydrazine hydrate (0.98 mL, 0.020 mol) in tetrahydrofuran (32 mL) dropwise. The reaction was stirred at 25° C. for 16 hours and then concentrated in vacuo. The residue was used in the next reaction without further purification. 1H NMR (CDCl3): δ 5.68-5.96 (t, 1H), 5.50-5.80 (br s, 1H), 2.98 (dd, 1H), 2.68 (dd, 1H), 2.01 (s, 3H).